From a dataset of the Open Reaction Database (ORD), a public repository of structured organic reaction records. describe an organic reaction: reactants, conditions, products, and yield Starting materials: C(#N)C1=C2CC[C@@H](C2=CC=C1)NC(OC(C)(C)C)=O ((S)-tert-butyl 4-cyano-2,3-dihydro-1H-inden-1-ylcarbamate), [H-].[Na+] (NaH), ClCC(=O)N(C)C (2-chloro-N,N-dimethylacetamide). Run in CN(C)C=O (DMF). Run at temperature 0 celsius, time 0.5 hour. The product is C(#N)C1=C2CC[C@@H](C2=CC=C1)N(C(OC(C)(C)C)=O)CC(=O)N(C)C ((S)-tert-butyl 4-cyano-2,3-dihydro-1H-inden-1-yl(2-(dimethylamino)-2-oxoethyl)carbamate). Isolated yield 96.0%. Reaction SMILES: [C:1]([C:3]1[CH:11]=[CH:10][CH:9]=[C:8]2[C:4]=1[CH2:5][CH2:6][C@@H:7]2[NH:12][C:13](=[O:19])[O:14][C:15]([CH3:18])([CH3:17])[CH3:16])#[N:2].[H-].[Na+].Cl[CH2:23][C:24]([N:26]([CH3:28])[CH3:27])=[O:25]>CN(C=O)C>[C:1]([C:3]1[CH:11]=[CH:10][CH:9]=[C:8]2[C:4]=1[CH2:5][CH2:6][C@@H:7]2[N:12]([CH2:23][C:24]([N:26]([CH3:28])[CH3:27])=[O:25])[C:13](=[O:19])[O:14][C:15]([CH3:16])([CH3:18])[CH3:17])#[N:2] |f:1.2|. Reported procedure: Prepared using General Procedure 9. To a solution of (S)-tert-butyl 4-cyano-2,3-dihydro-1H-inden-1-ylcarbamate INT-9 (3.0 g, 1.16 mmol) in DMF (20 mL) was added NaH (1.39 g of 60% dispersion in mineral oil, 34.8 mmol) at 0° C. with stirring for 3 h before the addition of 2-chloro-N,N-dimethylacetamide (2.82 g, 23.2 mmol). The reaction mixture was stirred at 0° C. for 0.5 h and then warmed to room temperature for 1 h. The reaction mixture was quenched with water (3 mL) slowly at 0° C. The mixture...